This data is from the Open Reaction Database (ORD), a public repository of structured organic reaction records. The task is: describe an organic reaction: reactants, conditions, products, and yield Starting materials: BrB(Br)Br, ClCCl, O, COc1ccc(-c2ccccc2)c2c1CCC(=O)N2Cc1ccc(-c2ccccc2)cc1. The product is O=C1CCc2c(O)ccc(-c3ccccc3)c2N1Cc1ccc(-c2ccccc2)cc1. As a reaction SMILES: [B:4]([Br:5])([Br:6])[Br:7].[Cl:1][CH2:2][Cl:3].[OH2:40].[c:8]1(-[c:34]2[cH:35][cH:36][cH:37][cH:38][cH:39]2)[cH:9][cH:10][c:11]([CH2:14][N:15]2[C:16](=[O:33])[CH2:17][CH2:18][c:19]3[c:20]([O:31][CH3:32])[cH:21][cH:22][c:23](-[c:25]4[cH:26][cH:27][cH:28][cH:29][cH:30]4)[c:24]32)[cH:12][cH:13]1>>[c:8]1(-[c:34]2[cH:35][cH:36][cH:37][cH:38][cH:39]2)[cH:9][cH:10][c:11]([CH2:14][N:15]2[C:16](=[O:33])[CH2:17][CH2:18][c:19]3[c:20]([OH:31])[cH:21][cH:22][c:23](-[c:25]4[cH:26][cH:27][cH:28][cH:29][cH:30]4)[c:24]32)[cH:12][cH:13]1. Reactants: CCO, Cl, NC(=NO)c1ccc(OCCCC2CCN(CCCOc3ccc(C(N)=NC(=O)[O-])cc3)CC2)cc1. Product: N=C(N)c1ccc(OCCCN2CCC(CCCOc3ccc(C(N)=NO)cc3)CC2)cc1. As a reaction SMILES: [CH3:38][CH2:39][OH:40].[ClH:37].[NH2:1][C:2]([c:3]1[cH:4][cH:5][c:6]([O:9][CH2:10][CH2:11][CH2:12][N:13]2[CH2:14][CH2:15][CH:16]([CH2:19][CH2:20][CH2:21][O:22][c:23]3[cH:24][cH:25][c:26]([C:29](=[N:30][OH:31])[NH2:32])[cH:27][cH:28]3)[CH2:17][CH2:18]2)[cH:7][cH:8]1)=[N:33][C:34](=[O:35])[O-:36]>>[NH:1]=[C:2]([c:3]1[cH:4][cH:5][c:6]([O:9][CH2:10][CH2:11][CH2:12][N:13]2[CH2:14][CH2:15][CH:16]([CH2:19][CH2:20][CH2:21][O:22][c:23]3[cH:24][cH:25][c:26]([C:29](=[N:30][OH:31])[NH2:32])[cH:27][cH:28]3)[CH2:17][CH2:18]2)[cH:7][cH:8]1)[NH2:33]. Starting materials: C1(O)=CC=C(O)C=C1 (hydroquinone), C(CCC)N1C(NC(C1=O)(O)C)=O (3-n-Butyl-5-methyl-5-hydroxyhydantoin), ice, C(=O)O (formic acid). The solvent is C(C)(=O)OC(C)=O (acetic anhydride). Reaction conditions: temperature 120 celsius. Yields the product C(CCC)N1C(NC(C1=O)=C)=O (3-n-Butyl-5-methylenehydantoin). Reaction SMILES: [CH2:1]([N:5]1[C:9](=[O:10])[C:8]([CH3:12])(O)[NH:7][C:6]1=[O:13])[CH2:2][CH2:3][CH3:4].C(O)=O.C1(C=CC(O)=CC=1)O>C(OC(=O)C)(=O)C>[CH2:1]([N:5]1[C:9](=[O:10])[C:8](=[CH2:12])[NH:7][C:6]1=[O:13])[CH2:2][CH2:3][CH3:4]. Procedure details: 3-n-Butyl-5-methyl-5-hydroxyhydantoin (5.1 g 0.027 mole) was added to an ice-cold solution of 80% formic acid (50 ml) in acetic anhydride (60 ml) containing a small amount of hydroquinone (0.1 g) and the mixture heated on an oil-bath at 120° C. for 15 minutes. The mixture was then cooled to room-temperature and the solvents removed on the rotary evaporator under reduced pressure, yielding an oil which readily crystallised. The title product was crystallised from ethyl acetate-light petroleum (b.... Starting materials: FC1=C(C=C(C(=C1)Cl)O)N1N=CC(=C(C1=O)C)C(F)(F)F (2-[2-fluoro-4-chloro-5-hydroxyphenyl]-4-methyl-5-trifluoromethylpyridazin-3-one), C([O-])([O-])=O.[K+].[K+] (potassium carbonate), O (water), C(C#C)Br (propargyl bromide). Yields the product FC1=C(C=C(C(=C1)Cl)OCC#C)N1N=CC(=C(C1=O)C)C(F)(F)F (2-[2-fluoro-4-chloro-5-(2-propynyloxy)phenyl]-4-methyl-5-trifluoromethylpyridazin-3-one). Procedure details: Then, 3.2 g of 2-[2-fluoro-4-chloro-5-hydroxyphenyl]-4-methyl-5-trifluoromethylpyridazin-3-one was dissolved in about 50 ml of DMF, to which 2.0 g of potassium carbonate was added at room temperature. Furthermore, 1.3 g of propargyl bromide was added, and the mixture was stirred at room temperature for 30 minutes. The reaction mixture was mixed with 100 m of water, and the precipitated crystals were collected by filtration and washed with hexane. The resulting crystals were recrystallized from i... Conditions: time 30 minute. The yield is 95.0%. Solvent: CN(C)C=O (DMF). RXN SMILES: [F:1][C:2]1[CH:7]=[C:6]([Cl:8])[C:5]([OH:9])=[CH:4][C:3]=1[N:10]1[C:15](=[O:16])[C:14]([CH3:17])=[C:13]([C:18]([F:21])([F:20])[F:19])[CH:12]=[N:11]1.C(=O)([O-])[O-].[K+].[K+].[CH2:28](Br)[C:29]#[CH:30].O>CN(C=O)C>[F:1][C:2]1[CH:7]=[C:6]([Cl:8])[C:5]([O:9][CH2:30][C:29]#[CH:28])=[CH:4][C:3]=1[N:10]1[C:15](=[O:16])[C:14]([CH3:17])=[C:13]([C:18]([F:20])([F:21])[F:19])[CH:12]=[N:11]1 |f:1.2.3|. The reactants are CC(=O)O, FC(F)CNCc1ccc(Cl)nc1, OC1=CC(=S)OC1. Product: FC(F)CN(Cc1ccc(Cl)nc1)C1=CC(=S)OC1. As a reaction SMILES: [CH3:21][C:22](=[O:23])[OH:24].[Cl:1][c:2]1[cH:3][cH:4][c:5]([CH2:8][NH:9][CH2:10][CH:11]([F:12])[F:13])[cH:6][n:7]1.[OH:14][C:15]1=[CH:16][C:17](=[S:20])[O:18][CH2:19]1>>[Cl:1][c:2]1[cH:3][cH:4][c:5]([CH2:8][N:9]([CH2:10][CH:11]([F:12])[F:13])[C:15]2=[CH:16][C:17](=[S:20])[O:18][CH2:19]2)[cH:6][n:7]1.